Dataset: the Open Reaction Database (ORD), a public repository of structured organic reaction records. Task: describe an organic reaction: reactants, conditions, products, and yield Starting materials: O.[OH-].[Li+] (lithium hydroxide monohydrate), C(C)OC(=O)[C@]1([C@@H]2C[C@H]([C@]([C@H]12)(C(=O)OC(C)CC)N)OCC1=CC(=C(C=C1)Cl)Cl)F ((1R,2R,3R,5R,6R)-2-amino-3-(3,4-dichlorobenzyloxy)-6-fluorobicyclo[3.1.0]hexane-2,6-dicarboxylic acid 2-butyl ester 6-ethyl ester), Cl (hydrochloric acid). The solvent is O1CCCC1 (tetrahydrofuran), O (water). Yields the product CC(CC)OC(=O)[C@]1([C@@H]2[C@]([C@@H]2C[C@H]1OCC1=CC(=C(C=C1)Cl)Cl)(C(=O)O)F)N ((1R,2R,3R,5R,6R)-2-amino-3-(3,4-dichlorobenzyloxy)-6-fluorobicyclo[3.1.0]hexane-2,6-dicarboxylic acid 2-butyl ester). Yield: 30.1%. RXN SMILES: O.[OH-].[Li+].C([O:6][C:7]([C@:9]1([F:33])[C@@H:14]2[C@H:10]1[CH2:11][C@@H:12]([O:23][CH2:24][C:25]1[CH:30]=[CH:29][C:28]([Cl:31])=[C:27]([Cl:32])[CH:26]=1)[C@@:13]2([NH2:22])[C:15]([O:17][CH:18]([CH2:20][CH3:21])[CH3:19])=[O:16])=[O:8])C.Cl>O1CCCC1.O>[CH3:19][CH:18]([O:17][C:15]([C@:13]1([NH2:22])[C@H:12]([O:23][CH2:24][C:25]2[CH:30]=[CH:29][C:28]([Cl:31])=[C:27]([Cl:32])[CH:26]=2)[CH2:11][C@@H:10]2[C@H:14]1[C@@:9]2([F:33])[C:7]([OH:8])=[O:6])=[O:16])[CH2:20][CH3:21] |f:0.1.2|. Reported procedure: 15 mg of lithium hydroxide monohydrate was added to 131 mg of (1R,2R,3R,5R,6R)-2-amino-3-(3,4-dichlorobenzyloxy)-6-fluorobicyclo[3.1.0]hexane-2,6-dicarboxylic acid 2-butyl ester 6-ethyl ester dissolved in 2 mL of tetrahydrofuran and 1 mL of water, and the mixture was stirred for 1.5 hours at room temperature. After 2 mL of 1N hydrochloric acid was added thereto, the reaction solution was concentrated under reduced pressure, and the obtained residue was purified by reverse phase chromatography (W... Starting materials: CC(C)(C)C(=O)OCn1cnc2cc(OCc3ccccc3)ccc2c1=O, O=C(O)C(F)(F)F. Product: CC(C)(C)C(=O)OCn1cnc2cc(O)ccc2c1=O. As a reaction SMILES: [CH2:1]([c:2]1[cH:3][cH:4][cH:5][cH:6][cH:7]1)[O:8][c:9]1[cH:10][cH:11][c:12]2[c:13](=[O:27])[n:14]([CH2:19][O:20][C:21]([C:22]([CH3:23])([CH3:24])[CH3:25])=[O:26])[cH:15][n:16][c:17]2[cH:18]1.[F:28][C:29]([F:30])([F:31])[C:32]([OH:33])=[O:34]>>[OH:8][c:9]1[cH:10][cH:11][c:12]2[c:13](=[O:27])[n:14]([CH2:19][O:20][C:21]([C:22]([CH3:23])([CH3:24])[CH3:25])=[O:26])[cH:15][n:16][c:17]2[cH:18]1. The reactants are ClC=1C(N(C2=CC=CC=C2N1)C1=CC=C(C=C1)Cl)=O (3-chloro-1-(4-chlorophenyl)-1,2-dihydroquinoxalin-2-one). The reagents and catalysts are [Zn] (zinc). Solvent: C(C)(=O)O (acetic acid). Product: ClC1=CC=C(C=C1)N1C(CNC2=CC=CC=C12)=O (1-(4-Chlorophenyl)-1,2,3,4-tetrahydroquinoxalin-2-one). Reaction SMILES: Cl[C:2]1[C:3](=[O:19])[N:4]([C:12]2[CH:17]=[CH:16][C:15]([Cl:18])=[CH:14][CH:13]=2)[C:5]2[C:10]([N:11]=1)=[CH:9][CH:8]=[CH:7][CH:6]=2>C(O)(=O)C.[Zn]>[Cl:18][C:15]1[CH:14]=[CH:13][C:12]([N:4]2[C:5]3[C:10](=[CH:9][CH:8]=[CH:7][CH:6]=3)[NH:11][CH2:2][C:3]2=[O:19])=[CH:17][CH:16]=1. Procedure: To a stirred solution of 3-chloro-1-(4-chlorophenyl)-1,2-dihydroquinoxalin-2-one (20.0 g) in glacial acetic acid (250 ml) was added zinc powder (20.0 g) in small portions during 30 minutes. After a further 15 minutes the mixture was filtered, water was added and the product was extracted into dichloromethane. Evaporation of the solvent and recrystallisation of the residue from ethanol gave the sub-title compound mp 196°-199° C. The reactants are NC1=C(C(=O)NCC=2SC(=CC2)OC2=CC=CC=C2)C=CC(=N1)Cl (2-Amino-6-chloro-N-(5-phenoxy-thiophen-2-ylmethyl)-nicotinamide), O (water), C1=CC=C(C=C1)CC(=O)NCN[C@@H](CC2=CC=C(C=C2)[N+](=O)[O-])C(=O)O (A-101), N1=C(C=CC=C1)CCN (2-pyridin-2-yl-ethyl amine). The solvent is C(C)(=O)OCC (ethyl acetate), CS(=O)C (dimethylsulfoxide), C(C)(C)N(C(C)C)CC (N,N-diisopropylethylamine). Conditions: temperature 130 celsius, time 17 hour. The product is NC1=C(C(=O)NCC=2SC(=CC2)OC2=CC=CC=C2)C=CC(=N1)NCCC1=NC=CC=C1 (2-Amino-N-(5-phenoxy-thiophen-2-ylmethyl)-6-(2-pyridin-2-yl-ethylamino)-nicotinamide). RXN SMILES: [NH2:1][C:2]1[N:23]=[C:22](Cl)[CH:21]=[CH:20][C:3]=1[C:4]([NH:6][CH2:7][C:8]1[S:9][C:10]([O:13][C:14]2[CH:19]=[CH:18][CH:17]=[CH:16][CH:15]=2)=[CH:11][CH:12]=1)=[O:5].C1C=CC(CC(NCN[C@H](C(O)=O)CC2C=CC([N+]([O-])=O)=CC=2)=O)=CC=1.[N:51]1[CH:56]=[CH:55][CH:54]=[CH:53][C:52]=1[CH2:57][CH2:58][NH2:59].O>CS(C)=O.C(N(CC)C(C)C)(C)C.C(OCC)(=O)C>[NH2:1][C:2]1[N:23]=[C:22]([NH:59][CH2:58][CH2:57][C:52]2[CH:53]=[CH:54][CH:55]=[CH:56][N:51]=2)[CH:21]=[CH:20][C:3]=1[C:4]([NH:6][CH2:7][C:8]1[S:9][C:10]([O:13][C:14]2[CH:19]=[CH:18][CH:17]=[CH:16][CH:15]=2)=[CH:11][CH:12]=1)=[O:5]. Procedure details: 2-Amino-6-chloro-N-(5-phenoxy-thiophen-2-ylmethyl)-nicotinamide described in Example A-101 (20 mg, 37 μmol) and 2-pyridin-2-yl-ethyl amine (66 μl, 0.56 mmol) were dissolved in a mixture solvent of dimethylsulfoxide (1 mL) and N,N-diisopropylethylamine (0.5 mL), and the solution was stirred at 130° C. for 17 hours. The reaction solution was cooled to room temperature, water and ethyl acetate were added, the organic layer was partitioned, washed with water and brine, and dried over anhydrous magne... The reactants are NCCC1=CNC=N1 (histamine), ClC1=NC=CN=C1 (2-chloropyrazine). Run in CC(C)O (2-propanol). Yields the product N1C=NC(=C1)CCNC1=NC=CN=C1 (2-{[2-(1H-Imidazol-4-yl)ethyl]amino}pyrazine). RXN SMILES: [NH2:1][CH2:2][CH2:3][C:4]1[N:8]=[CH:7][NH:6][CH:5]=1.Cl[C:10]1[CH:15]=[N:14][CH:13]=[CH:12][N:11]=1>CC(O)C>[NH:6]1[CH:5]=[C:4]([CH2:3][CH2:2][NH:1][C:10]2[CH:15]=[N:14][CH:13]=[CH:12][N:11]=2)[N:8]=[CH:7]1. Reported procedure: 1 g (8.9 mmol) of histamine and 1.03 g (8.9 mmol) of 2-chloropyrazine are brought to reflux in 20 ml of 2-propanol for 72 h, evaporated and the crude solid residue is chromatographed through silica gel, using chloroform/methanol mixtures (1%, 5%, 10% and 20% respectively). The product is converted to the dioxalate in absolute ethanol and addition of ether gives the title compound which is recrystallized from a 2-propanol/diethyl ether mixture in the form of a white solid. M.p.: 200°-202° C. The reactants are CNC1=C(C=C(C=C1)N1CCC(CC1)C(F)(F)F)[N+](=O)[O-] (N-methyl-2-nitro-4-(4-trifluoromethyl-piperidin-1-yl)-aniline). Reagents/catalysts: [Pd] (Pd/C). Run in CO (MeOH). Conditions: time 18 hour. The product is CNC1=C(N)C=C(C=C1)N1CCC(CC1)C(F)(F)F (2-Methylamino-5-(4-trifluoromethyl-piperidin-1-yl)aniline). As a reaction SMILES: [CH3:1][NH:2][C:3]1[CH:8]=[CH:7][C:6]([N:9]2[CH2:14][CH2:13][CH:12]([C:15]([F:18])([F:17])[F:16])[CH2:11][CH2:10]2)=[CH:5][C:4]=1[N+:19]([O-])=O>[Pd].CO>[CH3:1][NH:2][C:3]1[CH:8]=[CH:7][C:6]([N:9]2[CH2:10][CH2:11][CH:12]([C:15]([F:18])([F:16])[F:17])[CH2:13][CH2:14]2)=[CH:5][C:4]=1[NH2:19]. Procedure details: A mixture of N-methyl-2-nitro-4-(4-trifluoromethyl-piperidin-1-yl)-aniline (220 mg, 0.7 mmol), MeOH (7 mL) and Pd/C (30 mg) was stirred for 18 h at rt under a hydrogen atmosphere (3.0 bar). The catalyst was removed by filtration, the filtrate was concentrated and directly used in the next step. Starting materials: C1(=CC=CC=C1)C(N1C=NC(=C1)CCCO)(C1=CC=CC=C1)C1=CC=CC=C1 (3-(1-triphenylmethyl-1H-imidazol-4-yl)propanol), OC1=CC(=C(C=C1)C(C)=O)C ((4-hydroxy-2-methylphenyl)ethanone). Product: N1C=NC(=C1)CCCOC1=CC(=C(C=C1)C(C)=O)C ((4-(3-(1H-Imidazol-4-yl)propyloxy)-2-methylphenyl)ethanone). Reaction SMILES: C1(C(C2C=CC=CC=2)(C2C=CC=CC=2)[N:8]2[CH:12]=[C:11]([CH2:13][CH2:14][CH2:15][OH:16])[N:10]=[CH:9]2)C=CC=CC=1.O[C:30]1[CH:35]=[CH:34][C:33]([C:36](=[O:38])[CH3:37])=[C:32]([CH3:39])[CH:31]=1>>[NH:8]1[CH:12]=[C:11]([CH2:13][CH2:14][CH2:15][O:16][C:30]2[CH:35]=[CH:34][C:33]([C:36](=[O:38])[CH3:37])=[C:32]([CH3:39])[CH:31]=2)[N:10]=[CH:9]1. Procedure: 5 mmol of 3-(1-triphenylmethyl-1H-imidazol-4-yl)propanol and 6 mmol of (4-hydroxy-2-methylphenyl)ethanone are treated as described in Example 56, but isolated in the form of the free base.